From a dataset of the Open Reaction Database (ORD), a public repository of structured organic reaction records. describe an organic reaction: reactants, conditions, products, and yield Reactants: CC(C)(C)OC(=O)NN, O=C([O-])[O-], CCN=C=NCCCN(C)C, CN(C(=O)c1ccc(Cl)c(-c2cnc(C(F)(F)F)cc2C#N)c1)c1ccccc1OCCC(=O)O, ClCCl, [Na+], [Na+], CN(C)C=O, On1nnc2ccccc21. The product is CN(C(=O)c1ccc(Cl)c(-c2cnc(C(F)(F)F)cc2C#N)c1)c1ccccc1OCCC(=O)NNC(=O)OC(C)(C)C. Reaction SMILES: [C:47]([NH:48][NH2:49])(=[O:50])[O:51][C:52]([CH3:53])([CH3:54])[CH3:55].[C:66](=[O:67])([O-:68])[O-:69].[CH3:1][CH2:2][N:3]=[C:4]=[N:5][CH2:6][CH2:7][CH2:8][N:9]([CH3:10])[CH3:11].[Cl:12][c:13]1[c:14](-[c:35]2[cH:36][n:37][c:38]([C:43]([F:44])([F:45])[F:46])[cH:39][c:40]2[C:41]#[N:42])[cH:15][c:16]([C:17](=[O:18])[N:19]([c:20]2[c:21]([O:22][CH2:23][CH2:24][C:25](=[O:26])[OH:27])[cH:28][cH:29][cH:30][cH:31]2)[CH3:32])[cH:33][cH:34]1.[Cl:77][CH2:78][Cl:79].[Na+:70].[Na+:71].[O:72]=[CH:73][N:74]([CH3:75])[CH3:76].[OH:56][n:57]1[c:58]2[c:59]([cH:60][cH:61][cH:62][cH:63]2)[n:64][n:65]1>>[Cl:12][c:13]1[c:14](-[c:35]2[cH:36][n:37][c:38]([C:43]([F:44])([F:45])[F:46])[cH:39][c:40]2[C:41]#[N:42])[cH:15][c:16]([C:17](=[O:18])[N:19]([c:20]2[c:21]([O:22][CH2:23][CH2:24][C:25](=[O:26])[NH:49][NH:48][C:47](=[O:50])[O:51][C:52]([CH3:53])([CH3:54])[CH3:55])[cH:28][cH:29][cH:30][cH:31]2)[CH3:32])[cH:33][cH:34]1. The reactants are C1(=CC=CC=C1)NC1(CCN(CC1)CCC=1SC=CC1)CO ((4-(phenylamino)-1-(2-(thiophen-2-yl)ethyl)piperidin-4-yl)methanol), COCCOCCOC (diglyme). Yields the product COCC1(CCN(CC1)CCC=1SC=CC1)NC1=CC=CC=C1 (4-(Methoxymethyl)-N-phenyl-1-(2-(thiophen-2-yl)ethyl)piperidin-4-amine). RXN SMILES: [C:1]1([NH:7][C:8]2([CH2:21][OH:22])[CH2:13][CH2:12][N:11]([CH2:14][CH2:15][C:16]3[S:17][CH:18]=[CH:19][CH:20]=3)[CH2:10][CH2:9]2)[CH:6]=[CH:5][CH:4]=[CH:3][CH:2]=1.[CH3:23]OCCOCCOC>>[CH3:23][O:22][CH2:21][C:8]1([NH:7][C:1]2[CH:6]=[CH:5][CH:4]=[CH:3][CH:2]=2)[CH2:9][CH2:10][N:11]([CH2:14][CH2:15][C:16]2[S:17][CH:18]=[CH:19][CH:20]=2)[CH2:12][CH2:13]1. Procedure: Residual alcohol (2), diglyme and mineral oil are reduced/eliminated by either of the following methods: Reactants: COc1ccc(Oc2ccc(N3CCN(Cc4ccccc4)CC3)cc2)cc1, CO. Product: COc1ccc(Oc2ccc(N3CCNCC3)cc2)cc1. RXN SMILES: [CH2:1]([c:2]1[cH:3][cH:4][cH:5][cH:6][cH:7]1)[N:8]1[CH2:9][CH2:10][N:11]([c:14]2[cH:15][cH:16][c:17]([O:20][c:21]3[cH:22][cH:23][c:24]([O:27][CH3:28])[cH:25][cH:26]3)[cH:18][cH:19]2)[CH2:12][CH2:13]1.[CH3:29][OH:30]>>[NH:8]1[CH2:9][CH2:10][N:11]([c:14]2[cH:15][cH:16][c:17]([O:20][c:21]3[cH:22][cH:23][c:24]([O:27][CH3:28])[cH:25][cH:26]3)[cH:18][cH:19]2)[CH2:12][CH2:13]1.